The task is: describe an organic reaction: reactants, conditions, products, and yield. This data is from the Open Reaction Database (ORD), a public repository of structured organic reaction records. Starting materials: C(C)(=O)O[BH-](OC(C)=O)OC(C)=O.[Na+] (sodium triacetoxyborohydride), C(C)NCC (diethylamine), C(C)(=O)O (acetic acid), NC1=NC2=CC=C(C=C2C(=N1)C(=O)N1CC2=CC=CC=C2C1)C1=C(C=O)C=CC=C1 (2-[2-amino-4-(1,3-dihydroisoindole-2-carbonyl)quinazolin-6-yl]benzaldehyde). Solvent: ClCCCl (1,2-dichloroethane), O (water), O1CCCC1 (tetrahydrofuran). Reaction conditions: temperature 60 celsius, time 6 hour. The product is NC1=NC2=CC=C(C=C2C(=N1)C(=O)N1CC2=CC=CC=C2C1)C1=C(C=CC=C1)CN(CC)CC ([2-Amino-6-(2-diethylaminomethylphenyl)quinazolin-4-yl]-(1,3-dihydroisoindol-2-yl)methanone). As a reaction SMILES: [NH2:1][C:2]1[N:11]=[C:10]([C:12]([N:14]2[CH2:22][C:21]3[C:16](=[CH:17][CH:18]=[CH:19][CH:20]=3)[CH2:15]2)=[O:13])[C:9]2[C:4](=[CH:5][CH:6]=[C:7]([C:23]3[CH:30]=[CH:29][CH:28]=[CH:27][C:24]=3[CH:25]=O)[CH:8]=2)[N:3]=1.[CH2:31]([NH:33][CH2:34][CH3:35])[CH3:32].C(O)(=O)C.C(O[BH-](OC(=O)C)OC(=O)C)(=O)C.[Na+]>ClCCCl.O1CCCC1.O>[NH2:1][C:2]1[N:11]=[C:10]([C:12]([N:14]2[CH2:22][C:21]3[C:16](=[CH:17][CH:18]=[CH:19][CH:20]=3)[CH2:15]2)=[O:13])[C:9]2[C:4](=[CH:5][CH:6]=[C:7]([C:23]3[CH:30]=[CH:29][CH:28]=[CH:27][C:24]=3[CH2:25][N:33]([CH2:34][CH3:35])[CH2:31][CH3:32])[CH:8]=2)[N:3]=1 |f:3.4|. Procedure details: 100 mg of 2-[2-amino-4-(1,3-dihydroisoindole-2-carbonyl)quinazolin-6-yl]benzaldehyde are dissolved in 2 ml of 1,2-dichloroethane and 2 ml of tetrahydrofuran. 54 μl of diethylamine and 15 μl of glacial acetic acid are added, and the mixture is stirred at 60° C. for 6 h. After cooling to 25° C., 170 mg of sodium triacetoxyborohydride are added and stirred at 25° C. for a further 12 h. The mixture is poured into water, extracted three times with dichloromethane, and the combined organic phases are ... The reactants are FC(F)(F)c1cc(Br)c2nc(Cl)[nH]c2c1, CC1CN(c2ncccc2Cl)CCN1. The product is CC1CN(c2ncccc2Cl)CCN1c1nc2cc(C(F)(F)F)cc(Br)c2[nH]1. As a reaction SMILES: [Br:1][c:2]1[cH:3][c:4]([C:12]([F:13])([F:14])[F:15])[cH:5][c:6]2[nH:7][c:8]([Cl:11])[n:9][c:10]12.[Cl:16][c:17]1[c:18]([N:23]2[CH2:24][CH:25]([CH3:29])[NH:26][CH2:27][CH2:28]2)[n:19][cH:20][cH:21][cH:22]1>>[Br:1][c:2]1[cH:3][c:4]([C:12]([F:13])([F:14])[F:15])[cH:5][c:6]2[n:7][c:8]([N:26]3[CH:25]([CH3:29])[CH2:24][N:23]([c:18]4[c:17]([Cl:16])[cH:22][cH:21][cH:20][n:19]4)[CH2:28][CH2:27]3)[nH:9][c:10]12. Starting materials: BrC1=CC=C(C=C1)C(CC1=CC=NC=C1)=O (l-(4-bromophenyl)-2-(4-pyridyl)-ethanone), [Se](=O)=O (selenium(IV) oxide). Isolated yield 47.5%. The product is BrC1=CC=C(C=C1)C(C(=O)C1=CC=NC=C1)=O (1-(4-Bromophenyl)-2-(4-pyridyl)-ethan-1,2-dione). Procedure details: A mixture of 200 mg (0.725 mmol) of l-(4-bromophenyl)-2-(4-pyridyl)-ethanone (from Step A) and 81 mg (0.725 mmol) of selenium(IV) oxide, and 5.5 mL of glacial acetic acid was heated to 135° C. for 2 h. After being cooled to room temperature, the reaction mixture was partitioned between saturated aqueous potassium carbonate and ethyl acetate. The aqueous layer was extracted twice more more with ethyl acetate. The organic layers were combined and washed with water and brine and dried over anhydrou... Conditions: temperature 135 celsius. The solvent is C(C)(=O)O (acetic acid). RXN SMILES: [Br:1][C:2]1[CH:7]=[CH:6][C:5]([C:8](=[O:16])[CH2:9][C:10]2[CH:15]=[CH:14][N:13]=[CH:12][CH:11]=2)=[CH:4][CH:3]=1.[Se](=O)=[O:18]>C(O)(=O)C>[Br:1][C:2]1[CH:7]=[CH:6][C:5]([C:8](=[O:16])[C:9]([C:10]2[CH:15]=[CH:14][N:13]=[CH:12][CH:11]=2)=[O:18])=[CH:4][CH:3]=1.